describe an organic reaction: reactants, conditions, products, and yield From a dataset of the Open Reaction Database (ORD), a public repository of structured organic reaction records. The reactants are BrC=1C=CC2=C(C(OCC(N2)=O)(C=2SC=CC2)C)C1 (7-bromo-5-methyl-5-thien-2-yl-1,5-dihydro-4,1-benzoxazepin-2(3H)-one), BrC=1C=CC(=C(C#N)C1)F (5-bromo-2-fluorobenzonitrile). Yields the product FC1=C(C#N)C=C(C=C1)C=1C=CC2=C(C(OCC(N2)=O)(C=2SC=CC2)C)C1 (2-Fluoro-5-(5-methyl-2-oxo-5-thien-2-yl-1,2,3,5-tetrahydro-4,1-benzoxazepin-7-yl)benzonitrile). RXN SMILES: Br[C:2]1[CH:3]=[CH:4][C:5]2[NH:11][C:10](=[O:12])[CH2:9][O:8][C:7]([CH3:18])([C:13]3[S:14][CH:15]=[CH:16][CH:17]=3)[C:6]=2[CH:19]=1.Br[C:21]1[CH:22]=[CH:23][C:24]([F:29])=[C:25]([CH:28]=1)[C:26]#[N:27]>>[F:29][C:24]1[CH:23]=[CH:22][C:21]([C:2]2[CH:3]=[CH:4][C:5]3[NH:11][C:10](=[O:12])[CH2:9][O:8][C:7]([CH3:18])([C:13]4[S:14][CH:15]=[CH:16][CH:17]=4)[C:6]=3[CH:19]=2)=[CH:28][C:25]=1[C:26]#[N:27]. Procedure: Prepared from 7-bromo-5-methyl-5-thien-2-yl-1,5-dihydro-4,1-benzoxazepin-2(3H)-one and 5-bromo-2-fluorobenzonitrile generally according to the coupling procedure described in examples 82 and 1. 1H-NMR (DMSO-d6) δ 10.14 (s, 1H), 8.27 (dd, J=5.6, 2.4 Hz, 1H), 8.06 (m, 1H), 7.68 (dd, J=8.8, 2.4 Hz, 1H), 7.63 (d, J=2.0 Hz, 1H), 7.60 (t, J=9.3 Hz, 1H), 7.55 (dd, J=5.4, 1.5 Hz, 1H), 7.27 (d, J=8.8 Hz, 1H), 6.98 (m, 1H), 6.89 (dd, J=3.9, 1.5 Hz, 1H), 4.16 (d, J=15.6 Hz, 1H), 4.05 (d, J=15.6 Hz, 1H), 2.... Reactants: COC=1C=CC=C(C1CC(=O)O)C(=O)O (6-methoxyhomophthalic acid), C(C=C)N (allylamine). Product: C(C=C)N1C(C2=CC=CC(=C2CC1=O)OC)=O (2-allyl-5-methoxyisoquinoline-1,3(2H,4H)-dione). RXN SMILES: [CH3:1][O:2][C:3]1[CH:4]=[CH:5][CH:6]=[C:7]([C:13]([OH:15])=O)[C:8]=1[CH2:9][C:10]([OH:12])=O.[CH2:16]([NH2:19])[CH:17]=[CH2:18]>>[CH2:16]([N:19]1[C:10](=[O:12])[CH2:9][C:8]2[C:7](=[CH:6][CH:5]=[CH:4][C:3]=2[O:2][CH3:1])[C:13]1=[O:15])[CH:17]=[CH2:18]. Procedure details: A mixture of 6-methoxyhomophthalic acid (9.7 g., 0.05 mole) and allylamine (2.8 g., 0.05 mole) is heated by an oil bath until molten for 40 minutes. The mixture solidifies upon cooling and is recrystallized from isopropanol, giving 2-allyl-5-methoxyisoquinoline-1,3(2H,4H)-dione. The reactants are C1=CC=C(C=C1)CC2=CC=CC=C2O (2-hydroxydiphenylmethane), BrCCCO (3-bromopropanol). Product: C(C1=CC=CC=C1)C1=C(C=CC=C1)OCCCO (3-(2-Benzylphenyloxy)propanol), Example 60b. Isolated yield 28.0%. Reaction SMILES: [CH:1]1[CH:6]=[CH:5][C:4]([CH2:7][C:8]2[C:13]([OH:14])=[CH:12][CH:11]=[CH:10][CH:9]=2)=[CH:3][CH:2]=1.Br[CH2:16][CH2:17][CH2:18][OH:19]>>[CH2:7]([C:8]1[CH:9]=[CH:10][CH:11]=[CH:12][C:13]=1[O:14][CH2:16][CH2:17][CH2:18][OH:19])[C:4]1[CH:3]=[CH:2][CH:1]=[CH:6][CH:5]=1. Reported procedure: By using 2-hydroxydiphenylmethane and 3-bromopropanol, the title compound was obtained as colorless oil by similar procedures to those of Example 60b (yield: 28%). Reactants: C1CCC2=NCCCN2CC1, BrCc1ccccc1, COC(=O)c1nc(I)c2cc(Cc3ccc(F)cc3)cnc2c1O, CN(C)C=O, [Na+], O=C(O)CC(O)(CC(=O)O)C(=O)O, O=S([O-])O. Yields the product COC(=O)c1nc(I)c2cc(Cc3ccc(F)cc3)cnc2c1OCc1ccccc1. Reaction SMILES: [CH2:25]1[CH2:26][CH2:27][C:28]2=[N:33][CH2:32][CH2:31][CH2:30][N:29]2[CH2:34][CH2:35]1.[CH2:36]([c:37]1[cH:38][cH:39][cH:40][cH:41][cH:42]1)[Br:43].[CH3:1][O:2][C:3](=[O:4])[c:5]1[n:6][c:7]([I:24])[c:8]2[cH:9][c:10]([CH2:16][c:17]3[cH:18][cH:19][c:20]([F:23])[cH:21][cH:22]3)[cH:11][n:12][c:13]2[c:14]1[OH:15].[CH3:62][N:63]([CH3:64])[CH:65]=[O:66].[Na+:61].[OH:44][C:45]([CH2:46][C:47]([C:48](=[O:49])[OH:50])([CH2:51][C:52](=[O:53])[OH:54])[OH:55])=[O:56].[S:57]([O-:58])([OH:59])=[O:60]>>[CH3:1][O:2][C:3](=[O:4])[c:5]1[n:6][c:7]([I:24])[c:8]2[cH:9][c:10]([CH2:16][c:17]3[cH:18][cH:19][c:20]([F:23])[cH:21][cH:22]3)[cH:11][n:12][c:13]2[c:14]1[O:15][CH2:36][c:37]1[cH:38][cH:39][cH:40][cH:41][cH:42]1. Reagents/catalysts: [Os](=O)(=O)(=O)=O (osmium tetroxide). Run at time 5 hour. Solvent: O (water), C(C)OCC (diethyl ether). The reactants are I(=O)(=O)(=O)[O-].[Na+] (sodium periodate), I(=O)(=O)(=O)[O-].[Na+] (sodium periodate), C(C=C)[C@H]1C[C@H](CCC1)O[Si](C1=CC=CC=C1)(C1=CC=CC=C1)C(C)(C)C ((cis-3-allylcyclohexyloxy)-tert-butyl-diphenylsilane). Reported procedure: 5.5 g of (cis-3-allylcyclohexyloxy)-tert-butyl-diphenylsilane are dissolved in 100 ml of diethyl ether, and 9.4 g of sodium periodate, dissolved in 100 ml of water, are added. At 0° C., 15 ml of an osmium tetroxide solution (2.5% by weight in tert-butanol) are added, and the mixture is stirred vigorously at room temperature. After 5 hours, a further 5 g of sodium periodate are added, and the mixture is stirred at room temperature for another 3 hours. The reaction mixture is then diluted by addit... Reaction SMILES: [CH2:1]([C@@H:4]1[CH2:9][CH2:8][CH2:7][C@H:6]([O:10][Si:11]([C:24]([CH3:27])([CH3:26])[CH3:25])([C:18]2[CH:23]=[CH:22][CH:21]=[CH:20][CH:19]=2)[C:12]2[CH:17]=[CH:16][CH:15]=[CH:14][CH:13]=2)[CH2:5]1)[CH:2]=C.I([O-])(=O)(=O)=[O:29].[Na+]>C(OCC)C.O.[Os](=O)(=O)(=O)=O>[Si:11]([O:10][C@@H:6]1[CH2:7][CH2:8][CH2:9][C@H:4]([CH2:1][CH:2]=[O:29])[CH2:5]1)([C:24]([CH3:27])([CH3:26])[CH3:25])([C:18]1[CH:19]=[CH:20][CH:21]=[CH:22][CH:23]=1)[C:12]1[CH:17]=[CH:16][CH:15]=[CH:14][CH:13]=1 |f:1.2|. Yields the product [Si](C1=CC=CC=C1)(C1=CC=CC=C1)(C(C)(C)C)O[C@H]1C[C@H](CCC1)CC=O ([cis-3-(tert-Butyl-diphenylsilanyloxy)cyclohexyl]acetaldehyde).